From a dataset of the Open Reaction Database (ORD), a public repository of structured organic reaction records. describe an organic reaction: reactants, conditions, products, and yield Starting materials: [BH4-], C1CCNC1, CCO, [Na+], O=Cc1cccc(O)c1. Yields the product Oc1cccc(CN2CCCC2)c1. As a reaction SMILES: [BH4-:1].[CH2:12]1[CH2:13][CH2:14][NH:15][CH2:16]1.[CH3:17][CH2:18][OH:19].[Na+:2].[OH:3][c:4]1[cH:5][c:6]([CH:7]=[O:8])[cH:9][cH:10][cH:11]1>>[OH:3][c:4]1[cH:5][c:6]([CH2:7][N:15]2[CH2:14][CH2:13][CH2:12][CH2:16]2)[cH:9][cH:10][cH:11]1. Reactants: COC(=O)c1cc(OC)cc([N+](=O)[O-])c1, CO, O=C[O-], [NH4+]. Product: COC(=O)c1cc(N)cc(OC)c1. RXN SMILES: [CH3:1][O:2][c:3]1[cH:4][c:5]([C:6](=[O:7])[O:8][CH3:9])[cH:10][c:11]([N+:13]([O-:14])=[O:15])[cH:12]1.[CH3:20][OH:21].[CH:16]([O-:17])=[O:18].[NH4+:19]>>[CH3:1][O:2][c:3]1[cH:4][c:5]([C:6](=[O:7])[O:8][CH3:9])[cH:10][c:11]([NH2:13])[cH:12]1. The reactants are [BH4-].[Na+] (sodium borohydride), [BH4-].[Na+] (sodium borohydride), NC1=C(C(=O)N(CCC2=CC(=CC=C2)C(F)(F)F)CC2=CC=C(C=C2)C(C)(C)C)C=C(C=C1)Cl (2-amino-N-(4-tert-butyl-benzyl)-5-chloro-N-[2-(3-trifluoromethyl-phenyl)-ethyl]-benzamide), C(C)OC(C(C)C=O)=O (formylpropionic acid ethylester). The solvent is CCO (EtOH). Conditions: time 5 minute. The product is C(C)OC(CCNC1=C(C=C(C=C1)Cl)C(N(CCC1=CC(=CC=C1)C(F)(F)F)CC1=CC=C(C=C1)C(C)(C)C)=O)=O (3-(2-{(4-tert-butyl-benzyl)-[2-(3-trifluoromethyl-phenyl)-ethyl]-carbamoyl}-4-chloro-phenylamino)-propionic acid ethyl ester), C(C)(C)(C)C1=CC=C(CN(C(C2=C(C=CC(=C2)Cl)NCCCO)=O)CCC2=CC(=CC=C2)C(F)(F)F)C=C1 (N-(4-tert-butyl-benzyl)-5-chloro-2-(3-hydroxy-propylamino)-N-[2-(3-trifluoromethyl-phenyl)-ethyl]-benzamide). Isolated yield 7.0%. RXN SMILES: [NH2:1][C:2]1[CH:33]=[CH:32][C:31]([Cl:34])=[CH:30][C:3]=1[C:4]([N:6]([CH2:19][C:20]1[CH:25]=[CH:24][C:23]([C:26]([CH3:29])([CH3:28])[CH3:27])=[CH:22][CH:21]=1)[CH2:7][CH2:8][C:9]1[CH:14]=[CH:13][CH:12]=[C:11]([C:15]([F:18])([F:17])[F:16])[CH:10]=1)=[O:5].[CH2:35]([O:37][C:38](=[O:43])[CH:39](C=O)[CH3:40])[CH3:36].[BH4-].[Na+]>CCO>[CH2:35]([O:37][C:38](=[O:43])[CH2:39][CH2:40][NH:1][C:2]1[CH:33]=[CH:32][C:31]([Cl:34])=[CH:30][C:3]=1[C:4](=[O:5])[N:6]([CH2:19][C:20]1[CH:25]=[CH:24][C:23]([C:26]([CH3:29])([CH3:28])[CH3:27])=[CH:22][CH:21]=1)[CH2:7][CH2:8][C:9]1[CH:14]=[CH:13][CH:12]=[C:11]([C:15]([F:16])([F:17])[F:18])[CH:10]=1)[CH3:36].[C:26]([C:23]1[CH:24]=[CH:25][C:20]([CH2:19][N:6]([CH2:7][CH2:8][C:9]2[CH:14]=[CH:13][CH:12]=[C:11]([C:15]([F:16])([F:17])[F:18])[CH:10]=2)[C:4](=[O:5])[C:3]2[CH:30]=[C:31]([Cl:34])[CH:32]=[CH:33][C:2]=2[NH:1][CH2:40][CH2:39][CH2:38][OH:37])=[CH:21][CH:22]=1)([CH3:29])([CH3:28])[CH3:27] |f:2.3|. Reported procedure: A solution of 150 mg (0.31 mmol) of 2-amino-N-(4-tert-butyl-benzyl)-5-chloro-N-[2-(3-trifluoromethyl-phenyl)-ethyl]-benzamide and 76 mg (0.46 mmol) of formylpropionic acid ethylester (prepared by stirring 3,3-diethoxypropionic acid ethylester at RT with 1N—HCl followed by extraction with diethylether and concentration in vacuo) in 3 ml EtOH was refluxed for two hours. The reaction mixture was cooled down to RT and reacted with 17 mg (0.46 mmol) of sodium borohydride. After 5 min at RT and 30 min... Reactants: CCCOc1c(-c2ccccc2)cc(N)cc1-c1ccccc1, CC(=O)c1cccc(C(C)=Nc2c(C)cc(C)cc2C)n1, Cc1ccccc1. The product is CCCOc1c(-c2ccccc2)cc(N=C(C)c2cccc(C(C)=Nc3c(C)cc(C)cc3C)n2)cc1-c1ccccc1. RXN SMILES: [CH2:22]([CH2:23][CH3:24])[O:25][c:26]1[c:27](-[c:39]2[cH:40][cH:41][cH:42][cH:43][cH:44]2)[cH:28][c:29]([NH2:30])[cH:31][c:32]1-[c:33]1[cH:34][cH:35][cH:36][cH:37][cH:38]1.[CH3:1][c:2]1[c:3]([N:10]=[C:11]([CH3:12])[c:13]2[n:14][c:15]([C:19]([CH3:20])=[O:21])[cH:16][cH:17][cH:18]2)[c:4]([CH3:9])[cH:5][c:6]([CH3:8])[cH:7]1.[CH3:45][c:46]1[cH:47][cH:48][cH:49][cH:50][cH:51]1>>[CH3:1][c:2]1[c:3]([N:10]=[C:11]([CH3:12])[c:13]2[n:14][c:15]([C:19]([CH3:20])=[N:30][c:29]3[cH:28][c:27](-[c:39]4[cH:40][cH:41][cH:42][cH:43][cH:44]4)[c:26]([O:25][CH2:22][CH2:23][CH3:24])[c:32](-[c:33]4[cH:34][cH:35][cH:36][cH:37][cH:38]4)[cH:31]3)[cH:16][cH:17][cH:18]2)[c:4]([CH3:9])[cH:5][c:6]([CH3:8])[cH:7]1.